Dataset: the Open Reaction Database (ORD), a public repository of structured organic reaction records. Task: describe an organic reaction: reactants, conditions, products, and yield Starting materials: C(=O)([O-])[O-].[Na+].[Na+] (Na2CO3), intermediate 8, ClCCCC(C#N)(C)C (5-chloro-2,2-dimethylpentanenitrile), NO (NH2OH). The solvent is C(C)O (ethanol). Run at time 1 hour. Yields the product N=C1N(CCCC1(C)C)O (2-Imino-3,3-dimethyl-piperidin-1-ol). Isolated yield 140.6%. As a reaction SMILES: Cl[CH2:2][CH2:3][CH2:4][C:5]([CH3:9])([CH3:8])[C:6]#[N:7].[NH2:10][OH:11].C([O-])([O-])=O.[Na+].[Na+]>C(O)C>[NH:7]=[C:6]1[C:5]([CH3:9])([CH3:8])[CH2:4][CH2:3][CH2:2][N:10]1[OH:11] |f:2.3.4|. Procedure details: A solution of intermediate 8, 5-chloro-2,2-dimethylpentanenitrile, (725 mg, 5.0 mmol) and 50% aqueous NH2OH (1.0 g, 15 mmol; Aldrich) in ethanol (1.5 mL) was stirred at room temperature for 5 days, and then treated with Na2CO3 (265 mg, 2.5 mmol). The mixture was stirred at room temperature for 1 h, and concentrated in vacuo to provide 1.0 g of the title compound as crude brown oily solid. 1H NMR (DMSO-d6, 500 MHz) δ ppm: 1.29 (6H, s, Me), 1.59 (2H, m, CH2), 1.85 (2H, m, CH2), 3.62 (2H, t, J=6 Hz...